This data is from the Open Reaction Database (ORD), a public repository of structured organic reaction records. The task is: describe an organic reaction: reactants, conditions, products, and yield Reactants: COC1=CC=C(C=C1)C=1C(=CC=C(C1)C(=O)OC)C1=CC=C(C=C1)OC (methyl 4,4″-dimethoxy-(1,1′:2′,1″-terphenyl)-5′-carboxylate), BrB(Br)Br (tribromoborane). The solvent is C(C)(=O)[O-].[Na+] (sodium acetate), ClCCl (dichloromethane). Conditions: time 16 hour. Yields the product OC1=CC=C(C=C1)C=1C(=CC=C(C1)CO)C1=CC=C(C=C1)O (4,4″-Dihydroxy-(1,1′:2′,1″-terphenyl)-5′-methanol). The yield is 35.9%. Reaction SMILES: C[O:2][C:3]1[CH:8]=[CH:7][C:6]([C:9]2[C:10]([C:19]3[CH:24]=[CH:23][C:22]([O:25]C)=[CH:21][CH:20]=3)=[CH:11][CH:12]=[C:13]([C:15](OC)=[O:16])[CH:14]=2)=[CH:5][CH:4]=1.BrB(Br)Br>ClCCl.C([O-])(=O)C.[Na+]>[OH:2][C:3]1[CH:8]=[CH:7][C:6]([C:9]2[C:10]([C:19]3[CH:24]=[CH:23][C:22]([OH:25])=[CH:21][CH:20]=3)=[CH:11][CH:12]=[C:13]([CH2:15][OH:16])[CH:14]=2)=[CH:5][CH:4]=1 |f:3.4|. Procedure: 2.7 g of methyl 4,4″-dimethoxy-(1,1′:2′,1″-terphenyl)-5′-carboxylate (product prepared according to J. Med. Chem. (1989) 32 1814-1820) in 30 ml of dichloromethane is cooled down to −30° C., under an inert atmosphere, 2.7 ml of tribromoborane is added and agitation is carried out at −30° C. for 16 hours. The reaction medium is diluted with a saturated solution of sodium acetate, the aqueous phase is extracted with ethyl acetate, the organic phase is dried then evaporated. The crude reaction produ... As a reaction SMILES: [C:1]([CH2:3][NH:4][C:5](=[O:36])[C@H:6]([CH2:32][CH:33]([CH3:35])[CH3:34])[NH:7][C:8]1[C:9]([C:13]2[CH:18]=[CH:17][C:16]([N:19]3[CH2:24][CH2:23][N:22](C(OC(C)(C)C)=O)[CH2:21][CH2:20]3)=[CH:15][CH:14]=2)=[N:10][O:11][CH:12]=1)#[N:2].CS(O)(=O)=O>C1COCC1>[C:1]([CH2:3][NH:4][C:5](=[O:36])[C@H:6]([CH2:32][CH:33]([CH3:34])[CH3:35])[NH:7][C:8]1[C:9]([C:13]2[CH:14]=[CH:15][C:16]([N:19]3[CH2:20][CH2:21][NH:22][CH2:23][CH2:24]3)=[CH:17][CH:18]=2)=[N:10][O:11][CH:12]=1)#[N:2]. Reported procedure: To a room temperature solution of N1-(cyanomethyl)-N2-[3-(4-[4-(tert-butoxycarbonyl)piperazin-1-yl]phenyl)isoxazol-4-yl]leucinamide (15.5 mg, 0.031 mmol) in THF (2 mL) was added 8 equivalents of methanesulfonic acid (10% solution in dichloromethane) over 28 h. The reaction mixture was quenched with aqueous NaHCO3 solution and extracted with dichloromethane (3×). The organic phase was filtered through cotton and evaporated. Purification by flash chromatography (2% to 15% methanol/dichloromethane+... The yield is 30.9%. Solvent: C1CCOC1 (THF). The reactants are C(#N)CNC([C@@H](NC=1C(=NOC1)C1=CC=C(C=C1)N1CCN(CC1)C(=O)OC(C)(C)C)CC(C)C)=O (N1-(cyanomethyl)-N2-[3-(4-[4-(tert-butoxycarbonyl)piperazin-1-yl]phenyl)isoxazol-4-yl]leucinamide), CS(=O)(=O)O (methanesulfonic acid). Yields the product C(#N)CNC([C@@H](NC=1C(=NOC1)C1=CC=C(C=C1)N1CCNCC1)CC(C)C)=O (N1-(cyanomethyl)-N2-[3-(4-piperazin-1-ylphenyl)isoxazol-4-yl]leucinamide). The reactants are FC1=CC=C(C=C1)C=1C(=NC2=CC=C(C=C2N1)C(=O)OC)N1CCN(CC1)C1=NC=CC=C1 (methyl 3-(4-fluorophenyl)-2-(4-(pyridin-2-yl)piperazin-1-yl)quinoxaline-6-carboxylate), [OH-].[Na+] (sodium hydroxide), Cl (hydrochloric acid). The solvent is O (water), CO (methanol). Conditions: temperature 50 celsius, time 8 hour. Yields the product FC1=CC=C(C=C1)C=1C(=NC2=CC=C(C=C2N1)C(=O)O)N1CCN(CC1)C1=NC=CC=C1 (3-(4-Fluorophenyl)-2-(4-(pyridin-2-yl)piperazin-1-yl)quinoxaline-6-carboxylic acid). As a reaction SMILES: [F:1][C:2]1[CH:7]=[CH:6][C:5]([C:8]2[C:9]([N:22]3[CH2:27][CH2:26][N:25]([C:28]4[CH:33]=[CH:32][CH:31]=[CH:30][N:29]=4)[CH2:24][CH2:23]3)=[N:10][C:11]3[C:16]([N:17]=2)=[CH:15][C:14]([C:18]([O:20]C)=[O:19])=[CH:13][CH:12]=3)=[CH:4][CH:3]=1.[OH-].[Na+].Cl>CO.O>[F:1][C:2]1[CH:7]=[CH:6][C:5]([C:8]2[C:9]([N:22]3[CH2:23][CH2:24][N:25]([C:28]4[CH:33]=[CH:32][CH:31]=[CH:30][N:29]=4)[CH2:26][CH2:27]3)=[N:10][C:11]3[C:16]([N:17]=2)=[CH:15][C:14]([C:18]([OH:20])=[O:19])=[CH:13][CH:12]=3)=[CH:4][CH:3]=1 |f:1.2|. Procedure details: Into a 50-mL round-bottom flask, was placed a solution of methyl 3-(4-fluorophenyl)-2-(4-(pyridin-2-yl)piperazin-1-yl)quinoxaline-6-carboxylate (157.4 mg, 0.36 mmol, 1.00 equiv) in methanol (15 mL). This was followed by the addition of a solution of sodium hydroxide (71.1 mg, 1.78 mmol, 5.00 equiv) in water (2 mL) dropwise with stiffing. The resulting solution was stirred overnight at 50° C. in an oil bath. The pH value of the solution was adjusted to 3-4 with 1N hydrochloric acid. The resulting... Procedure: 3-Indolepropionic acid (1.1 g, 6.0 mmole), 1-hydroxybenzotriazole hydrate (0.97 g, 7.2 mmole) and 1,3-diisopropylcarbodiimide (2.3 ml, 14.4 mmole) were combined in 100 ml of DMF and stirred at room temperature for 2 hours under a nitrogen atmosphere. To this was added dropwise 2,3-dihydro-1,4-benzodioxin-2-methanamine hydrochloride (1.2 g, 6.0 mmole) in 50 ml of DMF, and the mixture was further stirred for 24 hours. The solvent was removed and the residue partitioned between dichloromethane and ... As a reaction SMILES: [NH:1]1[C:9]2[C:4](=[CH:5][CH:6]=[CH:7][CH:8]=2)[C:3]([CH2:10][CH2:11][C:12](O)=O)=[CH:2]1.O.ON1C2C=CC=CC=2N=N1.C(N=C=NC(C)C)(C)C.Cl.[O:36]1[C:41]2[CH:42]=[CH:43][CH:44]=[CH:45][C:40]=2[O:39][CH2:38][CH:37]1[CH2:46][NH2:47]>CN(C=O)C>[O:36]1[C:41]2[CH:42]=[CH:43][CH:44]=[CH:45][C:40]=2[O:39][CH2:38][CH:37]1[CH2:46][NH:47][CH2:12][CH2:11][CH2:10][C:3]1[C:4]2[C:9](=[CH:8][CH:7]=[CH:6][CH:5]=2)[NH:1][CH:2]=1 |f:1.2,4.5|. Solvent: CN(C)C=O (DMF), CN(C)C=O (DMF). Run at time 2 hour. The yield is 62.0%. Starting materials: Cl.O1C(COC2=C1C=CC=C2)CN (2,3-dihydro-1,4-benzodioxin-2-methanamine hydrochloride), N1C=C(C2=CC=CC=C12)CCC(=O)O (3-Indolepropionic acid), O.ON1N=NC2=C1C=CC=C2 (1-hydroxybenzotriazole hydrate), C(C)(C)N=C=NC(C)C (1,3-diisopropylcarbodiimide). The product is O1C(COC2=C1C=CC=C2)CNCCCC2=CNC1=CC=CC=C21 ((2.3-Dihydro-benzo[1,4]dioxin-2-ylmethyl)-[3-(1H-indol-3-yl)-propyl]-amine). Reactants: C1CCOC1, CC(C)(C)Cn1c(Cc2ccc(N)cc2)cc2cnc(C#N)nc21, O=C1CCC(=O)O1. The product is CC(C)(C)Cn1c(Cc2ccc(NC(=O)CCC(=O)O)cc2)cc2cnc(C#N)nc21. RXN SMILES: [CH2:32]1[O:33][CH2:34][CH2:35][CH2:36]1.[NH2:1][c:2]1[cH:3][cH:4][c:5]([CH2:6][c:7]2[cH:8][c:9]3[c:10]([n:11][c:12]([C:15]#[N:16])[n:13][cH:14]3)[n:17]2[CH2:18][C:19]([CH3:20])([CH3:21])[CH3:22])[cH:23][cH:24]1.[O:25]=[C:26]1[CH2:27][CH2:28][C:29](=[O:30])[O:31]1>>[NH:1]([c:2]1[cH:3][cH:4][c:5]([CH2:6][c:7]2[cH:8][c:9]3[c:10]([n:11][c:12]([C:15]#[N:16])[n:13][cH:14]3)[n:17]2[CH2:18][C:19]([CH3:20])([CH3:21])[CH3:22])[cH:23][cH:24]1)[C:29]([CH2:28][CH2:27][C:26](=[O:25])[OH:31])=[O:30]. The reactants are C1CCOC1, COC(=O)c1ccc(F)c(C)c1, COP(C)(=O)OC, CCCCCC, [Li]CCCC, Cl, C1COCCO1. The product is COP(=O)(CC(=O)c1ccc(F)c(C)c1)OC. RXN SMILES: [CH2:26]1[O:27][CH2:28][CH2:29][CH2:30]1.[CH3:13][O:14][C:15]([c:16]1[cH:17][c:18]([CH3:23])[c:19]([F:22])[cH:20][cH:21]1)=[O:24].[CH3:1][P:2]([O:3][CH3:4])([O:5][CH3:6])=[O:7].[CH3:31][CH2:32][CH2:33][CH2:34][CH2:35][CH3:36].[CH3:8][CH2:9][CH2:10][CH2:11][Li:12].[ClH:25].[O:37]1[CH2:38][CH2:39][O:40][CH2:41][CH2:42]1>>[CH2:1]([P:2]([O:3][CH3:4])([O:5][CH3:6])=[O:7])[C:15](=[O:14])[c:16]1[cH:17][c:18]([CH3:23])[c:19]([F:22])[cH:20][cH:21]1. Starting materials: O=C(n1ccnc1)n1ccnc1, COc1ccc2c(Cc3c(Cl)cncc3Cl)nn(CC(=O)O)c(=O)c2c1, Cl, NO, CN(C)C=O. RXN SMILES: [C:27]([n:28]1[cH:29][cH:30][n:31][cH:32]1)([n:33]1[cH:34][cH:35][n:36][cH:37]1)=[O:38].[Cl:1][c:2]1[cH:3][n:4][cH:5][c:6]([Cl:26])[c:7]1[CH2:8][c:9]1[n:10][n:11]([CH2:22][C:23](=[O:24])[OH:25])[c:12](=[O:21])[c:13]2[cH:14][c:15]([O:19][CH3:20])[cH:16][cH:17][c:18]12.[ClH:39].[NH2:40][OH:41].[O:42]=[CH:43][N:44]([CH3:45])[CH3:46]>>[Cl:1][c:2]1[cH:3][n:4][cH:5][c:6]([Cl:26])[c:7]1[CH2:8][c:9]1[n:10][n:11]([CH2:22][C:23](=[O:25])[NH:40][OH:41])[c:12](=[O:21])[c:13]2[cH:14][c:15]([O:19][CH3:20])[cH:16][cH:17][c:18]12. The product is COc1ccc2c(Cc3c(Cl)cncc3Cl)nn(CC(=O)NO)c(=O)c2c1. Starting materials: COC(=O)c1ccc2c(Cc3ccccc3)cn(C)c2c1, C1CCOC1, [Li+], [OH-], O, O. Yields the product Cn1cc(Cc2ccccc2)c2ccc(C(=O)O)cc21. As a reaction SMILES: [CH2:1]([c:2]1[cH:3][cH:4][cH:5][cH:6][cH:7]1)[c:8]1[cH:9][n:10]([CH3:21])[c:11]2[cH:12][c:13]([C:17](=[O:18])[O:19][CH3:20])[cH:14][cH:15][c:16]12.[CH2:25]1[O:26][CH2:27][CH2:28][CH2:29]1.[Li+:23].[OH-:22].[OH2:24].[OH2:30]>>[CH2:1]([c:2]1[cH:3][cH:4][cH:5][cH:6][cH:7]1)[c:8]1[cH:9][n:10]([CH3:21])[c:11]2[cH:12][c:13]([C:17](=[O:18])[OH:19])[cH:14][cH:15][c:16]12. Starting materials: [BH4-].[Na+] (sodium borohydride), [Cl-].[Al+3].[Cl-].[Cl-] (aluminum chloride), CC12CCC(C=3C=CC=C(CCC1)C32)=O (3a-methyl-2,3,3a,4,5,6-hexahydro-1-phenalenone). Run in C(C)(=O)OCC (ethyl acetate), O1CCCC1 (tetrahydrofuran). Reaction conditions: temperature 0 celsius, time 8 hour. Yields the product CC12CCCC=3C=CC=C(C=CC1)C32 (3a-Methyl-2,3,3a,4-tetrahydro-1H-phenalene). Isolated yield 92.9%. RXN SMILES: [CH3:1][C:2]12[C:14]3[C:10]([CH2:11][CH2:12][CH2:13]1)=[CH:9][CH:8]=[CH:7][C:6]=3[C:5](=O)[CH2:4][CH2:3]2.[BH4-].[Na+].[Cl-].[Al+3].[Cl-].[Cl-]>O1CCCC1.C(OCC)(=O)C>[CH3:1][C:2]12[C:14]3[C:6]([CH:5]=[CH:4][CH2:3]1)=[CH:7][CH:8]=[CH:9][C:10]=3[CH2:11][CH2:12][CH2:13]2 |f:1.2,3.4.5.6|. Procedure details: A solution of 3a-methyl-2,3,3a,4,5,6-hexahydro-1-phenalenone (2.14 g) in anhydrous tetrahydrofuran (70 ml) was cooled to 0° C., and slowly added with sodium borohydride (1.62 g) and aluminum chloride (2.85 g). The reaction mixture was refluxed by heating for 3 hours, then cooled to 0° C., and diluted with ethyl acetate. The mixture was slowly added with ice until foaming ceased, and then the mixture was made to be at room temperature and stirred overnight. The reaction mixture was extracted with... Reactants: CCc1ccc(-c2ccc(-c3ccc[se]3)c(F)c2)cc1, [Li]CCCC, CI, CCOCC, [Cl-], N, [NH4+]. Yields the product CCc1ccc(-c2ccc(-c3ccc(C)[se]3)c(F)c2)cc1. Reaction SMILES: [CH2:6]([CH3:7])[c:8]1[cH:9][cH:10][c:11](-[c:14]2[cH:15][c:16]([F:25])[c:17](-[c:20]3[se:21][cH:22][cH:23][cH:24]3)[cH:18][cH:19]2)[cH:12][cH:13]1.[CH3:1][CH2:2][CH2:3][CH2:4][Li:5].[CH3:26][I:27].[CH3:31][CH2:32][O:33][CH2:34][CH3:35].[Cl-:28].[NH3:30].[NH4+:29]>>[CH3:1][c:22]1[se:21][c:20](-[c:17]2[c:16]([F:25])[cH:15][c:14](-[c:11]3[cH:10][cH:9][c:8]([CH2:6][CH3:7])[cH:13][cH:12]3)[cH:19][cH:18]2)[cH:24][cH:23]1.